This data is from the Open Reaction Database (ORD), a public repository of structured organic reaction records. The task is: describe an organic reaction: reactants, conditions, products, and yield Starting materials: C[N+]1([O-])CCOCC1, CCOCC, CCC[N+](CCC)(CCC)CCC, CCCc1nc(Oc2ccc(Cl)cc2)ccc1CO, ClCCl, O=[Ru](=O)(=O)[O-]. The product is CCCc1nc(Oc2ccc(Cl)cc2)ccc1C=O. As a reaction SMILES: [CH3:20][N+:21]1([O-:22])[CH2:23][CH2:24][O:25][CH2:26][CH2:27]1.[CH3:31][CH2:32][O:33][CH2:34][CH3:35].[CH3:41][CH2:42][CH2:43][N+:44]([CH2:45][CH2:46][CH3:47])([CH2:48][CH2:49][CH3:50])[CH2:51][CH2:52][CH3:53].[Cl:1][c:2]1[cH:3][cH:4][c:5]([O:6][c:7]2[cH:8][cH:9][c:10]([CH2:16][OH:17])[c:11]([CH2:13][CH2:14][CH3:15])[n:12]2)[cH:18][cH:19]1.[Cl:28][CH2:29][Cl:30].[O-:36][Ru:37](=[O:38])(=[O:39])=[O:40]>>[Cl:1][c:2]1[cH:3][cH:4][c:5]([O:6][c:7]2[cH:8][cH:9][c:10]([CH:16]=[O:17])[c:11]([CH2:13][CH2:14][CH3:15])[n:12]2)[cH:18][cH:19]1. Starting materials: ClCCl, Cl, CCCCC(O)c1ccncc1OCc1ccc(Cl)cc1, [OH], O=S(Cl)Cl. Yields the product CCCCC(Cl)c1ccncc1OCc1ccc(Cl)cc1. RXN SMILES: [CH2:28]([Cl:29])[Cl:30].[Cl:27].[Cl:2][c:3]1[cH:4][cH:5][c:6]([CH2:7][O:8][c:9]2[cH:10][n:11][cH:12][cH:13][c:14]2[CH:15]([CH2:16][CH2:17][CH2:18][CH3:19])[OH:20])[cH:21][cH:22]1.[OH:1].[S:23]([Cl:24])([Cl:25])=[O:26]>>[Cl:2][c:3]1[cH:4][cH:5][c:6]([CH2:7][O:8][c:9]2[cH:10][n:11][cH:12][cH:13][c:14]2[CH:15]([CH2:16][CH2:17][CH2:18][CH3:19])[Cl:25])[cH:21][cH:22]1. The reactants are ClCC(=O)OCC (Ethyl chloroacetate), ClC1=C(C=O)C(=CC=C1)O (2-Chloro-6-hydroxy-benzaldehyde), C([O-])([O-])=O.[K+].[K+] (potassium carbonate). Run in CN(C)C=O (DMF). Product: ClC1=CC=CC2=C1C=C(O2)C(=O)OCC (Ethyl 4-chlorobenzofuran-2-carboxylate). RXN SMILES: Cl[CH2:2][C:3]([O:5][CH2:6][CH3:7])=[O:4].[Cl:8][C:9]1[CH:16]=[CH:15][CH:14]=[C:13]([OH:17])[C:10]=1[CH:11]=O.C(=O)([O-])[O-].[K+].[K+]>CN(C=O)C>[Cl:8][C:9]1[C:10]2[CH:11]=[C:2]([C:3]([O:5][CH2:6][CH3:7])=[O:4])[O:17][C:13]=2[CH:14]=[CH:15][CH:16]=1 |f:2.3.4|. Reported procedure: Ethyl chloroacetate (8.0 mL, 1.3 eq.) was added to a mixture of 2-chloro-6-hydroxy-benzaldehyde (Example 1a), 9.0 g, 57 mmol) and potassium carbonate (16.0 g, 114 mmol) in DMF (100 mL) at rt. The reaction mixture was heated at +120° C. for 1.5 h, cooled to room temperature and filtered through a short bed of Celite. The filtrate was acidified to pH 2 with 5 M HCl and the solution was extracted with dichloromethane (2×100 mL). The combined organic extracts was washed with brine, dried over anhydr... Reactants: CN1C[C@@H](C[C@@H]2C=3C=C(C=C4NC=C(C[C@@H]12)C34)C(C)(C)C)CN (6-methyl-8β-aminomethyl-13-t-butyl-ergoline), C(C=C)(=O)OC (methyl acrylate). Run in CO (methanol). Product: CN1C[C@@H](C[C@@H]2C=3C=C(C=C4NC=C(C[C@@H]12)C34)C(C)(C)C)CNCCC(=O)OC (6-methyl-8β-N-(2-methoxycarbonylethyl)aminomethyl-13-t-butyl-ergoline). RXN SMILES: [CH3:1][N:2]1[C@H:16]2[C@@H:6]([C:7]3[CH:8]=[C:9]([C:18]([CH3:21])([CH3:20])[CH3:19])[CH:10]=[C:11]4[C:17]=3[C:14]([CH2:15]2)=[CH:13][NH:12]4)[CH2:5][C@@H:4]([CH2:22][NH2:23])[CH2:3]1.[C:24]([O:28][CH3:29])(=[O:27])[CH:25]=[CH2:26]>CO>[CH3:1][N:2]1[C@H:16]2[C@@H:6]([C:7]3[CH:8]=[C:9]([C:18]([CH3:19])([CH3:20])[CH3:21])[CH:10]=[C:11]4[C:17]=3[C:14]([CH2:15]2)=[CH:13][NH:12]4)[CH2:5][C@@H:4]([CH2:22][NH:23][CH2:26][CH2:25][C:24]([O:28][CH3:29])=[O:27])[CH2:3]1. Procedure: A mixture of 5.1 g of 6-methyl-8β-aminomethyl-13-t-butyl-ergoline and 1.8 ml methyl acrylate in 100 ml of methanol was refluxed for 4 hours. The solvent was evaporated off and the residue was crystallized from ethylacetate to afford 6 g of 6-methyl-8β-N-(2-methoxycarbonylethyl)aminomethyl-13-t-butyl-ergoline, melting at 153°-157° C., (I, R1 =R2 =H, R3 =CH3, A=NHC2H4CO2CH3, n=1). Reaction SMILES: [CH3:1][O:2][C:3](=[O:15])[C@H:4]([CH3:14])[NH:5][C:6]1[CH:11]=[CH:10][C:9]([Cl:12])=[C:8]([Cl:13])[CH:7]=1.[CH:16]1(O)[CH2:20]C[CH2:18][CH2:17]1>>[CH:1]1([O:2][C:3](=[O:15])[C@H:4]([CH3:14])[NH:5][C:6]2[CH:11]=[CH:10][C:9]([Cl:12])=[C:8]([Cl:13])[CH:7]=2)[CH2:18][CH2:17][CH2:16][CH2:20]1. The solvent is EtOAc hexanes. Starting materials: COC([C@@H](NC1=CC(=C(C=C1)Cl)Cl)C)=O (N-(3,4-dichlorophenyl)alanine methyl ester), C1(CCCC1)O (cyclopentanol). Procedure: Following transesterification General Procedure AB above and using N-(3,4-dichlorophenyl)alanine methyl ester (from Example A9 above) and cyclopentanol (Aldrich), the title compound was prepared as an oil. The reaction was monitored by silica gel tlc (Rf=0.66 in 25% EtOAc/hexanes). Purification was by preparative plate chromatography (silica gel using 25% EtOAc/hexanes as the eluant). Yields the product C1(CCCC1)OC([C@@H](NC1=CC(=C(C=C1)Cl)Cl)C)=O (N-(3,4-dichlorophenyl)alanine cyclopentyl ester).